Dataset: the Open Reaction Database (ORD), a public repository of structured organic reaction records. Task: describe an organic reaction: reactants, conditions, products, and yield Starting materials: CC1=C(C(=C2C(=N1)SC1=C2CCCC1)C1=CC2=C(OCO2)C=C1)CC(=O)OC (methyl [2-methyl-4-(benzo[d][1,3]dioxol-5-yl)-5,6,7,8-tetrahydro[1]benzothieno[2,3-b]pyridin-3-yl]acetate), [Li+].C[Si](C)(C)[N-][Si](C)(C)C (LHMDS), C1CCOC1 (THF), ICCC (1-iodopropane). Solvent: CN(C)C=O (DMF). The product is CC1=C(C(=C2C(=N1)SC1=C2CCCC1)C1=CC2=C(OCO2)C=C1)C(C(=O)OC)CCC (Methyl 2-[2-methyl-4-(benzo[d][1,3]dioxol-5-yl)-5,6,7,8-tetrahydro[1]benzothieno[2,3-b]pyridin-3-yl]pentanoate). Yield: 82.6%. RXN SMILES: [CH3:1][C:2]1[N:7]=[C:6]2[S:8][C:9]3[CH2:14][CH2:13][CH2:12][CH2:11][C:10]=3[C:5]2=[C:4]([C:15]2[CH:23]=[CH:22][C:18]3[O:19][CH2:20][O:21][C:17]=3[CH:16]=2)[C:3]=1[CH2:24][C:25]([O:27][CH3:28])=[O:26].[Li+].C[Si]([N-][Si](C)(C)C)(C)C.[CH2:39]1[CH2:43]OC[CH2:40]1.ICCC>CN(C=O)C>[CH3:1][C:2]1[N:7]=[C:6]2[S:8][C:9]3[CH2:14][CH2:13][CH2:12][CH2:11][C:10]=3[C:5]2=[C:4]([C:15]2[CH:23]=[CH:22][C:18]3[O:19][CH2:20][O:21][C:17]=3[CH:16]=2)[C:3]=1[CH:24]([CH2:40][CH2:39][CH3:43])[C:25]([O:27][CH3:28])=[O:26] |f:1.2|. Procedure details: This compound was prepared according to the procedure C from methyl [2-methyl-4-(benzo[d][1,3]dioxol-5-yl)-5,6,7,8-tetrahydro[1]benzothieno[2,3-b]pyridin-3-yl]acetate (0.328 g; 0.83 mmol), LHMDS 1N in THF (1.24 mL; 1.24 mmol), 1-iodopropane (0.162 mL; 1.66 mmol) in DMF (4.1 mL) for 18 h. Purification by flash chromatography on silica gel using a gradient of ethyl acetate (3-40%) in heptane furnished 0.300 g (83%) of the title compound as a yellow oil. The reactants are FC1=C(C=CC(=C1Cl)F)[N+](=O)[O-] (2,4-difluoro-3-chloronitrobenzene), FeCl3, BrBr (bromine). Solvent: ClCCl (dichloromethane). The product is FC1=C(C=C(C(=C1Cl)F)Br)[N+](=O)[O-] (2,4-difluoro-3-chloro-5-bromonitrobenzene). RXN SMILES: [F:1][C:2]1[C:7]([Cl:8])=[C:6]([F:9])[CH:5]=[CH:4][C:3]=1[N+:10]([O-:12])=[O:11].[Br:13]Br>ClCCl>[F:1][C:2]1[C:7]([Cl:8])=[C:6]([F:9])[C:5]([Br:13])=[CH:4][C:3]=1[N+:10]([O-:12])=[O:11]. Procedure details: 19.2 g of 2,4-difluoro-3-chloronitrobenzene and 3 g of anhydrous FeCl3 are heated to +140° C., 5.1 ml of bromine are added dropwise with stirring, and the mixture is stirred for a further 48 hours at that temperature. The reaction mixture is cooled and is then taken up in dichloromethane and washed with water. The organic phase is separated off, dried over sodium sulfate and concentrated. The residue is purified on a silica gel column using hexane/dichloromethane (10:1) as eluant. The title comp...